This data is from the Open Reaction Database (ORD), a public repository of structured organic reaction records. The task is: describe an organic reaction: reactants, conditions, products, and yield The reactants are C(#N)[BH3-].[Na+] (sodium cyanoborohydride), COC([C@@H](CC1=CC=CC=C1)NCCNC(=O)OC(C)(C)C)=O ((2R)-2-(2-(tert-butoxycarbonylamino)ethylamino)-3-phenylpropionic acid methyl ester), C(C)(=O)O (Acetic acid), C(C1=CC=CC=C1)=O (Benzaldehyde). Run in CO (methanol). Conditions: time 0.5 hour. Product: C(C1=CC=CC=C1)[C@@H]1C(NCCN1CC1=CC=CC=C1)=O ((3R)-3,4-Dibenzylpiperazin-2-one). Reaction SMILES: COC(=O)[C@H:4]([NH:12][CH2:13][CH2:14][NH:15][C:16]([O:18]C(C)(C)C)=O)[CH2:5][C:6]1[CH:11]=[CH:10][CH:9]=[CH:8][CH:7]=1.[CH:24](=O)[C:25]1[CH:30]=[CH:29][CH:28]=[CH:27][CH:26]=1.C(O)(=O)C.C([BH3-])#N.[Na+]>CO>[CH2:5]([C@H:4]1[N:12]([CH2:24][C:25]2[CH:30]=[CH:29][CH:28]=[CH:27][CH:26]=2)[CH2:13][CH2:14][NH:15][C:16]1=[O:18])[C:6]1[CH:7]=[CH:8][CH:9]=[CH:10][CH:11]=1 |f:3.4|. Procedure: (3R)-3-Benzylpiperazin-2-one (4.1 g; 21.6 mmol, prepared as described in Example 1) was dissolved in methanol (40 ml). Benzaldehyde (2.3 g; 21.6 mmol) was added followed by 4 Å molsieves (2 g) and the mixture was stirred under an atmosphere of nitrogen for 1/2 h. Acetic acid (1.2 ml) was added and sodium cyanoborohydride (2.0 g; 32.4 mmol) was added portion wise during 20 minutes. The reaction mixture was stirred overnight and the filtered. From the filtrate the solvent was evaporated and the re...